This data is from the Open Reaction Database (ORD), a public repository of structured organic reaction records. The task is: describe an organic reaction: reactants, conditions, products, and yield Reactants: O=C([O-])[O-], Cc1noc(C)c1B(O)O, COCCOC, CCOC(C)=O, [Cs+], [Cs+], COc1ccc([N+](=O)[O-])cc1I, O. Yields the product COc1ccc([N+](=O)[O-])cc1-c1c(C)noc1C. Reaction SMILES: [C:23](=[O:24])([O-:25])[O-:26].[CH3:13][c:14]1[n:15][o:16][c:17]([CH3:22])[c:18]1[B:19]([OH:20])[OH:21].[CH3:29][O:30][CH2:31][CH2:32][O:33][CH3:34].[CH3:35][CH2:36][O:37][C:38](=[O:39])[CH3:40].[Cs+:27].[Cs+:28].[I:1][c:2]1[cH:3][c:4]([N+:10](=[O:11])[O-:12])[cH:5][cH:6][c:7]1[O:8][CH3:9].[OH2:41]>>[c:2]1(-[c:18]2[c:14]([CH3:13])[n:15][o:16][c:17]2[CH3:22])[cH:3][c:4]([N+:10](=[O:11])[O-:12])[cH:5][cH:6][c:7]1[O:8][CH3:9].